From a dataset of the Open Reaction Database (ORD), a public repository of structured organic reaction records. describe an organic reaction: reactants, conditions, products, and yield Starting materials: CC1=COC2=C1C(CC(C2)C=2SC=CC2)=O (3-methyl-6-(2-thienyl)-4,5,6,7-tetrahydrobenzofuran-4-one), C(=N)(N)NN.Cl (aminoguanidine hydrochloride), Cl (hydrochloric acid), O (water). Solvent: C(C)O (ethanol). Yields the product Cl.N(C(=N)N)N=C1CC(CC2=C1C(=CO2)C)C=2SC=CC2 (4-guanidinoimino-3-methyl-6-(2-thienyl)-4,5,6,7-tetrahydrobenzofuran hydrochloride). Isolated yield 85.8%. Reaction SMILES: [CH3:1][C:2]1[C:6]2[C:7](=O)[CH2:8][CH:9]([C:11]3[S:12][CH:13]=[CH:14][CH:15]=3)[CH2:10][C:5]=2[O:4][CH:3]=1.[C:17]([NH:20][NH2:21])([NH2:19])=[NH:18].[ClH:22].Cl.O>C(O)C>[ClH:22].[NH:20]([N:21]=[C:7]1[C:6]2[C:2]([CH3:1])=[CH:3][O:4][C:5]=2[CH2:10][CH:9]([C:11]2[S:12][CH:13]=[CH:14][CH:15]=2)[CH2:8]1)[C:17]([NH2:19])=[NH:18] |f:1.2,6.7|. Procedure details: A mixture of 3-methyl-6-(2-thienyl)-4,5,6,7-tetrahydrobenzofuran-4-one (0.30 g), aminoguanidine hydrochloride (0.15 g), concentrated hydrochloric acid (0.065 ml), water (0.065 ml) and ethanol (30 ml) was refluxed for 2.5 hours. Under reduced pressure, the solvent was evaporated, and the residue was recrystallized from ethanol to give 4-guanidinoimino-3-methyl-6-(2-thienyl)-4,5,6,7-tetrahydrobenzofuran hydrochloride (Compound 48) (0.36 g) as colorless crystals. The reactants are NN.O (NH2NH2.H2O), C1(=CC=CC=C1)S(=O)(=O)N1N=C(C(=C1)C=CCCCC)C=1C=NC=CC1 (3-(1-phenylsulfonyl-4-hex-1-enyl-1H-pyrazol-3-yl)-pyridine), [OH-].[K+] (KOH). Solvent: C(COCCO)O (diethylene glycol). Yields the product C(=CCCCC)C=1C(=NNC1)C=1C=NC=CC1 (3-(4-hex-1-enyl-1H-pyrazol-3-yl)-pyridine), C1(=CC=CC=C1)S(=O)(=O)N1N=C(C(=C1)C=CCCCC)C=1C=NC=CC1 (3-(1-phenylsulfonyl-4-hex-1-enyl-1H-pyrazol-3-yl)-pyridine). As a reaction SMILES: [C:1]1([S:7]([N:10]2[CH:14]=[C:13]([CH:15]=[CH:16][CH2:17][CH2:18][CH2:19][CH3:20])[C:12]([C:21]3[CH:22]=[N:23][CH:24]=[CH:25][CH:26]=3)=[N:11]2)(=[O:9])=[O:8])[CH:6]=[CH:5][CH:4]=[CH:3][CH:2]=1.[OH-].[K+].NN.O>C(O)COCCO>[CH:15]([C:13]1[C:12]([C:21]2[CH:22]=[N:23][CH:24]=[CH:25][CH:26]=2)=[N:11][NH:10][CH:14]=1)=[CH:16][CH2:17][CH2:18][CH2:19][CH3:20].[C:1]1([S:7]([N:10]2[CH:14]=[C:13]([CH:15]=[CH:16][CH2:17][CH2:18][CH2:19][CH3:20])[C:12]([C:21]3[CH:22]=[N:23][CH:24]=[CH:25][CH:26]=3)=[N:11]2)(=[O:8])=[O:9])[CH:6]=[CH:5][CH:4]=[CH:3][CH:2]=1 |f:1.2,3.4|. Procedure details: Compound 46A (0.34 g, 0.97 mmol), 0.7 g of KOH and 1 ml of NH2NH2.H2O were combined in diethylene glycol (10 ml) and warmed to reflux for 1 hour under N2. The mixture was cooled, concentrated and redissolved in MeOH. Filtration over 25 g of SCX-2 (MeOH followed by 1 N NH3/MeOH) and subsequent purification by flash chromatography (ethyl acetate) afforded 3-(4-hex-1-enyl-1H-pyrazol-3-yl)-pyridine (the deprotected analog of 46A). Yield 0.18 g (86%). (TLC diethyl ether Rf 0.18). 3-(4-Hex-1-enyl-1H-p...